Dataset: the Open Reaction Database (ORD), a public repository of structured organic reaction records. Task: describe an organic reaction: reactants, conditions, products, and yield Starting materials: C(#N)C1=CC(=C(C=C1)O)F (4-cyano-2-fluorophenol), C(#N)C1=CC(=C(C(=C1)F)O)F (4-cyano-2,6-difluorophenol), C(F)(Cl)(Cl)Cl (CFCl3). The product is C(#N)C1=CC=C(C=C1)O (4-Cyanophenol). As a reaction SMILES: [C:1]([C:3]1[CH:8]=[CH:7][C:6]([OH:9])=[C:5](F)[CH:4]=1)#[N:2].C(C1C=C(F)C(O)=C(F)C=1)#N.C(Cl)(Cl)(Cl)F>>[C:1]([C:3]1[CH:8]=[CH:7][C:6]([OH:9])=[CH:5][CH:4]=1)#[N:2]. Procedure: A stirred reaction vessel charged with 4-cyanophenol (11.9 g, 0.1 mol) and 96% formic acid (200 cm3) was purged with nitrogen and cooled to 10° C. Fluorine (0.2 mol), diluted with nitrogen to 10%, was passed through the cooled, stirred solution over a period of about 6 hours. The vessel was purged with nitrogen and allowed to warm to ambient temperature. The reaction mixture was poured into water and extracted with diethyl ether. The extracts were dried and the solvent was removed by distillatio... Starting materials: C1(O)=CC(O)=CC=C1 (Resorcinol), C1(O)=CC(O)=CC=C1 (resorcinol), C1(C=2C(C(=O)O1)=CC=CC2)=O (phthalic anhydride). Product: C=1C=CC(=C(C1)C2=C3C=CC(=O)C=C3OC4=C2C=CC(=C4)O)C(=O)O (fluorescein). The yield is 89.9%. As a reaction SMILES: [C:1]1([CH:8]=[CH:7][CH:6]=[C:4]([OH:5])[CH:3]=1)[OH:2].[C:9]1(=[O:19])[O:14][C:12](=O)[C:11]2=[CH:15][CH:16]=[CH:17][CH:18]=[C:10]12>>[CH:16]1[CH:17]=[CH:18][C:10]([C:9]([OH:14])=[O:19])=[C:11]([C:12]2[C:6]3[CH:4]=[CH:3][C:1]([OH:2])=[CH:8][C:7]=3[O:5][C:4]3[C:6]=2[CH:7]=[CH:8][C:1]([CH:3]=3)=[O:2])[CH:15]=1. Reported procedure: Resorcinol (470 g, technical grade 99.4%, white flakes) was added to a one-liter jacketed glass vessel and heated to 135 C. in order to melt the resorcinol. Once melted, phthalic anhydride (124 g, technical grade 99.7%, white flakes) was added to the vessel, and the reaction mixture was blanketed with nitrogen, mixed and heated to 200 C. The reaction mixture was held at 200-215 C. for approximately 2 hours while the water (24 g) was removed by distillation. Upon completion, the reaction mixture ... Starting materials: CC(CC)NC (N-2-butyl-N-methylamine), resultant mixture, Cl (hydrochloric acid), ClC(C(=O)Cl)C1=C(C=C(C=C1)Cl)Cl (α-chloro-α-(2,4-dichlorophenyl)-acetyl chloride), ice water. Solvent: O1CCOCC1 (dioxane). Yields the product CC(CC)N(C(C(C1=C(C=C(C=C1)Cl)Cl)Cl)=O)C (α-chloro-α-(2,4-dichlorophenyl)-acetic acid-N-2-butyl-N-methyl amide). Yield: 64.2%. RXN SMILES: [CH3:1][CH:2]([NH:5][CH3:6])[CH2:3][CH3:4].[Cl:7][CH:8]([C:12]1[CH:17]=[CH:16][C:15]([Cl:18])=[CH:14][C:13]=1[Cl:19])[C:9](Cl)=[O:10].Cl>O1CCOCC1>[CH3:1][CH:2]([N:5]([CH3:6])[C:9](=[O:10])[CH:8]([Cl:7])[C:12]1[CH:17]=[CH:16][C:15]([Cl:18])=[CH:14][C:13]=1[Cl:19])[CH2:3][CH3:4]. Reported procedure: While stirring, 15.2 g of N-2-butyl-N-methylamine is dripped into a solution of 22.4 g of α-chloro-α-(2,4-dichlorophenyl)-acetyl chloride (see a)) in 100 ml of dioxane. After the exothermic reaction has subsided, the mixture is stirred overnight and then poured into 700 ml of ice water; the resultant mixture is acidified with dilute hydrochloric acid and the oil which has precipitated is extracted 8 times, each time with 100 ml of dichloromethane. The extracts are combined, dried over magnesium ... Starting materials: C(C1=CC=CC=C1)(C1=CC=CC=C1)(C1=CC=CC=C1)NC=1SC=C(N1)C(C(=O)OCC)=NOC(C)C (ethyl 2-(2-tritylamino-4-thiazolyl)-2-(1-methylethoxyimino)-acetate), [OH-].[Na+] (sodium hydroxide), [Na] (sodium). Run in O1CCOCC1 (dioxane). The product is C(C1=CC=CC=C1)(C1=CC=CC=C1)(C1=CC=CC=C1)NC=1SC=C(N1)C(C(=O)[O-])=NOC(C)C.[Na+] (sodium 2-(2-tritylamino-4-thiazolyl)-2-(1-methylethoxyimino)-acetate). As a reaction SMILES: [C:1]([NH:20][C:21]1[S:22][CH:23]=[C:24]([C:26](=[N:32][O:33][CH:34]([CH3:36])[CH3:35])[C:27]([O:29]CC)=[O:28])[N:25]=1)([C:14]1[CH:19]=[CH:18][CH:17]=[CH:16][CH:15]=1)([C:8]1[CH:13]=[CH:12][CH:11]=[CH:10][CH:9]=1)[C:2]1[CH:7]=[CH:6][CH:5]=[CH:4][CH:3]=1.[OH-].[Na+:38].[Na]>O1CCOCC1>[C:1]([NH:20][C:21]1[S:22][CH:23]=[C:24]([C:26](=[N:32][O:33][CH:34]([CH3:36])[CH3:35])[C:27]([O-:29])=[O:28])[N:25]=1)([C:14]1[CH:19]=[CH:18][CH:17]=[CH:16][CH:15]=1)([C:8]1[CH:9]=[CH:10][CH:11]=[CH:12][CH:13]=1)[C:2]1[CH:7]=[CH:6][CH:5]=[CH:4][CH:3]=1.[Na+:38] |f:1.2,5.6,^1:38|. Reported procedure: A mixture of 27.7 g of the product of Step D, 150 ml of dioxane and 65 ml of 2N sodium hydroxide was refluxed for 2 hours and the mixture was cooled for crystallization of a sodium salt. The mixture was vacuum filtered and the recovered product was rinsed with a 1-1 ether-dioxane mixture and dried to obtain 16.85 g of raw sodium 2-(2-tritylamino-4-thiazolyl)-2-(1-methylethoxyimino)-acetate. 15.9 g of the said salt were dissolved in 15.9 g of dimethylformamide, 100 ml of water and 500 ml of metha... Reactants: OC1=C(C=C(C#N)C=C1)C#CC (4-Hydroxy-3-(prop-1-ynyl)benzonitrile), CCCC[N+](CCCC)(CCCC)CCCC.[F-] (TBAF). Solvent: C1CCOC1 (THF), O1CCOCC1 (dioxane). Yields the product CC=1OC2=C(C1)C=C(C=C2)C#N (2-methylbenzofuran-5-carbonitrile). Isolated yield 99.8%. RXN SMILES: [OH:1][C:2]1[CH:9]=[CH:8][C:5]([C:6]#[N:7])=[CH:4][C:3]=1[C:10]#[C:11][CH3:12].CCCC[N+](CCCC)(CCCC)CCCC.[F-]>C1COCC1.O1CCOCC1>[CH3:12][C:11]1[O:1][C:2]2[CH:9]=[CH:8][C:5]([C:6]#[N:7])=[CH:4][C:3]=2[CH:10]=1 |f:1.2|. Reported procedure: A mixture of the product of Step B (0.16 g; 1.02 mmol) and 1M TBAF in THF (0.1 ml) in dioxane (3 ml) was refluxed for 1 h under N2. After cooling to room temperature the solvents were removed under reduced pressure and the residue was filtered through a small pad of SiO2, washed with fresh CH2Cl2 (3×15 ml). The combined organic phase was evaporated to dryness to give 2-methylbenzofuran-5-carbonitrile (0.16 g; 100%), as greyish solid. This was dissolved in dioxane (5 ml) and KOH (0.2 g; 3.6 mmol)...